From a dataset of the Open Reaction Database (ORD), a public repository of structured organic reaction records. describe an organic reaction: reactants, conditions, products, and yield Starting materials: [Br-], CC(C)(C)OC(=O)N(c1ccc(Cl)cc1)c1cncc(Cl)n1, [Zn+]c1nccs1. Yields the product CC(C)(C)OC(=O)N(c1ccc(Cl)cc1)c1cncc(-c2nccs2)n1. Reaction SMILES: [Br-:23].[C:1]([CH3:2])([CH3:3])([CH3:4])[O:5][C:6]([N:7]([c:8]1[n:9][c:10]([Cl:14])[cH:11][n:12][cH:13]1)[c:15]1[cH:16][cH:17][c:18]([Cl:21])[cH:19][cH:20]1)=[O:22].[s:24]1[c:25]([Zn+:29])[n:26][cH:27][cH:28]1>>[C:1]([CH3:2])([CH3:3])([CH3:4])[O:5][C:6]([N:7]([c:8]1[n:9][c:10](-[c:25]2[s:24][cH:28][cH:27][n:26]2)[cH:11][n:12][cH:13]1)[c:15]1[cH:16][cH:17][c:18]([Cl:21])[cH:19][cH:20]1)=[O:22]. The reactants are Cl (HCl), FC(=CC1CN(C(N1C(=O)OCC)=O)CC1=C(N=C2SC(=NN21)COC)C(F)(F)F)F (ethyl 5-(2,2-difluoroethenyl)-3-{[2-(methoxymethyl)-6-(trifluoromethyl)imidazo[2,1-b][1,3,4]thiadiazol-5-yl]methyl}-2-oxoimidazolidine-1-carboxylate). Reaction conditions: temperature 100 celsius, time 60 hour. Product: ClC(CC1NC(N(C1)CC1=C(N=C2SC(=NN21)CO)C(F)(F)F)=O)(F)F (4-(2-chloro-2,2-difluoroethyl)-1-{[2-(hydroxymethyl)-6-(trifluoromethyl)imidazo[2,1-b][1,3,4]-thiadiazol-5-yl]methyl}imidazolidin-2-one). Isolated yield 12.0%. As a reaction SMILES: [ClH:1].[F:2][C:3]([F:32])=[CH:4][CH:5]1[N:9](C(OCC)=O)[C:8](=[O:15])[N:7]([CH2:16][C:17]2[N:24]3[C:20]([S:21][C:22]([CH2:25][O:26]C)=[N:23]3)=[N:19][C:18]=2[C:28]([F:31])([F:30])[F:29])[CH2:6]1>>[Cl:1][C:3]([F:32])([F:2])[CH2:4][CH:5]1[CH2:6][N:7]([CH2:16][C:17]2[N:24]3[C:20]([S:21][C:22]([CH2:25][OH:26])=[N:23]3)=[N:19][C:18]=2[C:28]([F:31])([F:30])[F:29])[C:8](=[O:15])[NH:9]1. Procedure: HCl (37%, 4 ml) is added to ethyl 5-(2,2-difluoroethenyl)-3-{[2-(methoxymethyl)-6-(trifluoromethyl)imidazo[2,1-b][1,3,4]thiadiazol-5-yl]methyl}-2-oxoimidazolidine-1-carboxylate a22 (226 mg, 0.48 mmol) at room temperature then stirred at 100° C. for 60 h. After cooling and neutralization by sodium carbonate, the reaction mixture is extracted with CH2Cl2 (2×30 ml), dried over MgSO4, filtered and condensed under reduced pressure. The residue is purified by chromatography (basic conditions; gradient... Starting materials: CC=1SC(=NN1)CCl (2-methyl-5-chloromethyl-1,3,4-thiadiazole), CC(COC1=CC=C(C=C1)O)OC1=NC=CC=C1 (4-[2-methyl-2-(2-pyridinyloxy)ethoxy]phenol), [H-].[Na+] (NaH). Solvent: CN(C)C=O (DMF), CN(C)C=O (DMF), CN(C)C=O (DMF). Reaction conditions: temperature 80 celsius. Yields the product CC=1SC(=NN1)COC1=CC=C(C=C1)OCC(OC1=NC=CC=C1)C (1-(2-Methyl-1,3,4-thiadiazol-5-ylmethoxy)-4-[2 -methyl-2-(2-pyridinyloxy)ethoxy]benzene). The yield is 44.6%. Reaction SMILES: [CH3:1][CH:2]([O:12][C:13]1[CH:18]=[CH:17][CH:16]=[CH:15][N:14]=1)[CH2:3][O:4][C:5]1[CH:10]=[CH:9][C:8]([OH:11])=[CH:7][CH:6]=1.[H-].[Na+].[CH3:21][C:22]1[S:23][C:24]([CH2:27]Cl)=[N:25][N:26]=1>CN(C=O)C>[CH3:21][C:22]1[S:23][C:24]([CH2:27][O:11][C:8]2[CH:7]=[CH:6][C:5]([O:4][CH2:3][CH:2]([CH3:1])[O:12][C:13]3[CH:18]=[CH:17][CH:16]=[CH:15][N:14]=3)=[CH:10][CH:9]=2)=[N:25][N:26]=1 |f:1.2|. Procedure: A solution of 4.46 g (18.2 mmol) of 4-[2-methyl-2-(2-pyridinyloxy)ethoxy]phenol in 30 ml of DMF was added to a suspension of 0.6 g (1.1 eq.) of NaH (80% dispersion in mineral oil) in 30 ml of DMF at RT and the mixture was then heated at 80° C. for 1 h. A solution of 2.7 g (18.2 mmol) of 2-methyl-5-chloromethyl-1,3,4-thiadiazole in 20 ml of DMF was added and the mixture was then heated at 120° C. for 6 h. The solvent was stripped off in a rotary evaporator, the residue was taken up in ethyl aceta... The reactants are ClC=1C=[N+](C=C(C1C[C@H](OC(CCO)=O)C1=CC(=C(C=C1)OC(F)F)OCC1CC1)Cl)[O-] ((S)-3,5-dichloro-4-(2-(3-(cyclopropylmethoxy)-4-(difluoromethoxy)phenyl)-2-(3-hydroxypropanoyloxy)ethyl)pyridine 1-oxide), C(C)(C)(C)OC(=O)N(S(=O)(=O)C)C1=C(C=C(C(=O)O)C=C1)OCC1CC1 (4-(N-(tert-butoxycarbonyl)methylsulfonamido)-3-(cyclopropylmethoxy)benzoic acid), C(CCl)Cl (EDC). Reagents/catalysts: CN(C)C=1C=CN=CC1 (DMAP). Run in C(Cl)Cl (DCM). Run at time 3 hour. Yields the product C(C)(C)(C)OC(=O)N(S(=O)(=O)C)C1=C(C=C(C(=O)OCCC(=O)O[C@@H](CC2=C(C=[N+](C=C2Cl)[O-])Cl)C2=CC(=C(C=C2)OC(F)F)OCC2CC2)C=C1)OCC1CC1 ((S)-4-(2-(3-(4-(N-(tert-butoxycarbonyl)-methylsulfonamido)-3-(cyclopropylmethoxy)benzoyloxy)propanoyloxy)-2-(3-(cyclopropylmethoxy)-4-(difluoromethoxy)phenyl)ethyl)-3,5-dichloropyridine 1-oxide). Yield: 82.8%. As a reaction SMILES: [Cl:1][C:2]1[CH:3]=[N+:4]([O-:32])[CH:5]=[C:6]([Cl:31])[C:7]=1[CH2:8][C@@H:9]([C:16]1[CH:21]=[CH:20][C:19]([O:22][CH:23]([F:25])[F:24])=[C:18]([O:26][CH2:27][CH:28]2[CH2:30][CH2:29]2)[CH:17]=1)[O:10][C:11](=[O:15])[CH2:12][CH2:13][OH:14].[C:33]([O:37][C:38]([N:40]([C:45]1[CH:53]=[CH:52][C:48]([C:49](O)=[O:50])=[CH:47][C:46]=1[O:54][CH2:55][CH:56]1[CH2:58][CH2:57]1)[S:41]([CH3:44])(=[O:43])=[O:42])=[O:39])([CH3:36])([CH3:35])[CH3:34].C(Cl)CCl>C(Cl)Cl.CN(C1C=CN=CC=1)C>[C:33]([O:37][C:38]([N:40]([C:45]1[CH:53]=[CH:52][C:48]([C:49]([O:14][CH2:13][CH2:12][C:11]([O:10][C@H:9]([C:16]2[CH:21]=[CH:20][C:19]([O:22][CH:23]([F:25])[F:24])=[C:18]([O:26][CH2:27][CH:28]3[CH2:30][CH2:29]3)[CH:17]=2)[CH2:8][C:7]2[C:2]([Cl:1])=[CH:3][N+:4]([O-:32])=[CH:5][C:6]=2[Cl:31])=[O:15])=[O:50])=[CH:47][C:46]=1[O:54][CH2:55][CH:56]1[CH2:57][CH2:58]1)[S:41]([CH3:44])(=[O:43])=[O:42])=[O:39])([CH3:36])([CH3:34])[CH3:35]. Procedure: To a solution of (S)-3,5-dichloro-4-(2-(3-(cyclopropylmethoxy)-4-(difluoromethoxy)phenyl)-2-(3-hydroxypropanoyloxy)ethyl)pyridine 1-oxide (0.311 g, 0.632 mmol), 4-(N-(tert-butoxycarbonyl)methylsulfonamido)-3-(cyclopropylmethoxy)benzoic acid (0.243 g, 0.632 mmol), and EDC (0.363 g, 1.895 mmol) in dry DCM (15 ml), DMAP (0.077 g, 0.632 mmol) was added and the resulting mixture was stirred at RT for 3 hours. The solvent was evaporated, and the residue was partitioned between EtOAc and a NaHCO3 sat. ... Reactants: BrC=1C=C(C=CC1)C(CCNC(C(F)(F)F)=O)O (N-(3-(3-bromophenyl)-3-hydroxypropyl)-2,2,2-trifluoroacetamide), CC(C#C)(CCC)O (3-methylhex-1-yn-3-ol). The product is FC(C(=O)NCCC(C1=CC(=CC=C1)C#CC(CCC)(C)O)O)(F)F (2,2,2-trifluoro-N-(3-hydroxy-3-(3-(3-hydroxy-3-methylhex-1-ynyl)phenyl)propyl)acetamide). Reaction SMILES: Br[C:2]1[CH:3]=[C:4]([CH:8]([OH:18])[CH2:9][CH2:10][NH:11][C:12](=[O:17])[C:13]([F:16])([F:15])[F:14])[CH:5]=[CH:6][CH:7]=1.[CH3:19][C:20]([OH:26])([CH2:23][CH2:24][CH3:25])[C:21]#[CH:22]>>[F:14][C:13]([F:16])([F:15])[C:12]([NH:11][CH2:10][CH2:9][CH:8]([OH:18])[C:4]1[CH:5]=[CH:6][CH:7]=[C:2]([C:22]#[C:21][C:20]([OH:26])([CH3:19])[CH2:23][CH2:24][CH3:25])[CH:3]=1)=[O:17]. Procedure: Sonogashira reaction of 25 with 3-methylhex-1-yn-3-ol yielded 2,2,2-trifluoro-N-(3-hydroxy-3-(3-(3-hydroxy-3-methylhex-1-ynyl)phenyl)propyl)acetamide as dark brown oil. Yield (0.611 g, 55%): 1H NMR (400 MHz, CDCl3) δ 7.41 (s, 1H), 7.24-7.37 (m, 3H), 4.86 (m, 1H), 3.67-3.72 (m, 1H), 3.38-3.44 (m, 1H), 2.32 (bs, 1H), 1.94-2.01 (m, 3H), 1.71-1.76 (m, 2H), 1.59-1.62 (m, 1H), 1.53 (s, 3H), 0.99 (t, J=7.2, 3H). Starting materials: C=C=O, O=C(F)C(C(=O)F)C(F)(F)F, O=S(=O)=O. Yields the product O=C=C(C(=O)F)C(F)(F)F. RXN SMILES: [CH2:12]=[C:13]=[O:14].[F:1][C:2]([F:3])([F:4])[CH:5]([C:6](=[O:7])[F:8])[C:9](=[O:10])[F:11].[S:15](=[O:16])(=[O:17])=[O:18]>>[F:1][C:2]([F:3])([F:4])[C:5]([C:6](=[O:7])[F:8])=[C:9]=[O:10]. Reactants: COC=1C=C(C=CC1OC)C(CC1=CC=CC=C1)N (α-(3,4-dimethoxyphenyl)-benzenee-thanamine), C(O)CN (ethanol amine), [BH4-].[Na+] (sodium borohydride), 737 A2, ClC1=NC=C(C=C1)C(CBr)=O (2-chloro-5-(2-bromoacetyl)pyridine). Run in C(C)O (ethanol), C(C)(=O)OCC (ethyl acetate), C(C)#N (acetonitrile). Run at time 1 hour. Yields the product COC=1C=C(C=CC1OC)C(CC1=CC=CC=C1)NCC(C=1C=CC(=NC1)Cl)O (N-[1-(3,4-dimethoxy-phenyl)-2-phenylethyl]-2-hydroxy-2-(2-chloropyrid-5-yl)-ethylamine). Reaction SMILES: [CH3:1][O:2][C:3]1[CH:4]=[C:5]([CH:11]([NH2:19])[CH2:12][C:13]2[CH:18]=[CH:17][CH:16]=[CH:15][CH:14]=2)[CH:6]=[CH:7][C:8]=1[O:9][CH3:10].[Cl:20][C:21]1[CH:26]=[CH:25][C:24]([C:27](=[O:30])[CH2:28]Br)=[CH:23][N:22]=1.[BH4-].[Na+].C(CN)O>C(#N)C.C(OCC)(=O)C.C(O)C>[CH3:1][O:2][C:3]1[CH:4]=[C:5]([CH:11]([NH:19][CH2:28][CH:27]([OH:30])[C:24]2[CH:25]=[CH:26][C:21]([Cl:20])=[N:22][CH:23]=2)[CH2:12][C:13]2[CH:14]=[CH:15][CH:16]=[CH:17][CH:18]=2)[CH:6]=[CH:7][C:8]=1[O:9][CH3:10] |f:2.3|. Procedure: To a solution of α-(3,4-dimethoxyphenyl)-benzenee-thanamine (see Washburn et al., EP 0 659 737 A2 for the preparation of this compound) (257 mg, 1 mmol, 2 eq) in anhydrous acetonitrile (10 mL) is added a solution of 2-chloro-5-(2-bromoacetyl)pyridine (prepared as described in Example 3) (111 mg, 0.5 mmol) at 0° C. under a nitrogen atmosphere. The mixture is allowed to warm to room temperature and stirred for 1 h. To this mixture is added a solution of sodium borohydride (110 mg, 2.9 mmol, 5.8 eq...